From a dataset of the Open Reaction Database (ORD), a public repository of structured organic reaction records. describe an organic reaction: reactants, conditions, products, and yield The reactants are [Li]CCCC, C1CCCCC1, CNCc1ccc(Cl)cc1, CCCCCC, CN(C)CCN(C)C, O=P(Cl)(Cl)c1ccccc1. Product: CN1Cc2ccc(Cl)cc2P1(=O)c1ccccc1. As a reaction SMILES: [CH2:1]([Li:2])[CH2:3][CH2:4][CH3:5].[CH2:40]1[CH2:41][CH2:42][CH2:43][CH2:44][CH2:45]1.[CH3:14][NH:15][CH2:16][c:17]1[cH:18][cH:19][c:20]([Cl:23])[cH:21][cH:22]1.[CH3:34][CH2:35][CH2:36][CH2:37][CH2:38][CH3:39].[CH3:6][N:7]([CH3:8])[CH2:9][CH2:10][N:11]([CH3:12])[CH3:13].[c:24]1([P:30](=[O:31])([Cl:32])[Cl:33])[cH:25][cH:26][cH:27][cH:28][cH:29]1>>[CH3:14][N:15]1[CH2:16][c:17]2[c:18]([cH:19][c:20]([Cl:23])[cH:21][cH:22]2)[P:30]1([c:24]1[cH:25][cH:26][cH:27][cH:28][cH:29]1)=[O:31]. The reactants are CC(=O)Cl, CCOC(C)=O, CC(C)(C)OC(=O)Nc1ccc(Oc2ccnc(N)c2)c(F)c1, c1ccncc1. The product is CC(=O)Nc1cc(Oc2ccc(NC(=O)OC(C)(C)C)cc2F)ccn1. As a reaction SMILES: [CH3:24][C:25]([Cl:26])=[O:27].[CH3:34][CH2:35][O:36][C:37]([CH3:38])=[O:39].[NH2:1][c:2]1[n:3][cH:4][cH:5][c:6]([O:8][c:9]2[c:10]([F:23])[cH:11][c:12]([NH:15][C:16]([O:17][C:18]([CH3:19])([CH3:20])[CH3:21])=[O:22])[cH:13][cH:14]2)[cH:7]1.[cH:28]1[cH:29][cH:30][n:31][cH:32][cH:33]1>>[NH:1]([c:2]1[n:3][cH:4][cH:5][c:6]([O:8][c:9]2[c:10]([F:23])[cH:11][c:12]([NH:15][C:16]([O:17][C:18]([CH3:19])([CH3:20])[CH3:21])=[O:22])[cH:13][cH:14]2)[cH:7]1)[C:25]([CH3:24])=[O:27]. Reactants: BrC=1C=CC(=NC1)N1C[C@@H](CC1)OS(=O)(=O)C (methanesulfonic acid (R)-1-(5-bromo-pyridin-2-yl)-pyrrolidin-3-yl ester), Cl.F[C@H]1CNCC1 ((R)-3-fluoro-pyrrolidine hydrochloride), C(=O)([O-])[O-].[Cs+].[Cs+] (Cs2CO3). Solvent: CCOC(=O)C (EtOAc), CN(C)C=O (DMF). Conditions: temperature 70 celsius. Yields the product BrC=1C=CC(=NC1)N1C[C@H](CC1)N1C[C@@H](CC1)F ((3R,3′S)-1′-(5-Bromo-pyridin-2-yl)-3-fluoro-[1,3′]bipyrrolidinyl). Yield: 98.6%. Reaction SMILES: [Br:1][C:2]1[CH:3]=[CH:4][C:5]([N:8]2[CH2:12][CH2:11][C@@H:10](OS(C)(=O)=O)[CH2:9]2)=[N:6][CH:7]=1.Cl.[F:19][C@@H:20]1[CH2:24][CH2:23][NH:22][CH2:21]1.C([O-])([O-])=O.[Cs+].[Cs+]>CN(C=O)C.CCOC(C)=O>[Br:1][C:2]1[CH:3]=[CH:4][C:5]([N:8]2[CH2:12][CH2:11][C@H:10]([N:22]3[CH2:23][CH2:24][C@@H:20]([F:19])[CH2:21]3)[CH2:9]2)=[N:6][CH:7]=1 |f:1.2,3.4.5|. Procedure details: Dissolve methanesulfonic acid (R)-1-(5-bromo-pyridin-2-yl)-pyrrolidin-3-yl ester (0.23 g, 0.71 mmol) and (R)-3-fluoro-pyrrolidine hydrochloride (107 mg, 0.85 mmol) in DMF (5 mL) and add Cs2CO3 (0.69 g, 2.13 mmol). Warm to 70° C. overnight. Dilute with EtOAc (100 mL) and wash with H2O (3×100 mL). Dry with Na2SO4, filter, and concentrate. Purify the crude material by chromatography, eluting with 75-100% EtOAc/hexane to give 0.22g (100%) of the title compound. 1H-NMR (CDCl3), δ 1.87-2.00 (m, 1H), 2... Reactants: ClC=1C(=CC(NC1)=O)O (5-chloro-4-hydroxy-2-pyridone), C1(=CC=CC2=CC=CC=C12)C(=O)Cl (α-naphthoyl chloride). Solvent: N1=CC=CC=C1 (pyridine). Product: ClC=1C(=CC(=NC1)OC(=O)C1=CC=CC2=CC=CC=C12)OC(=O)C1=CC=CC2=CC=CC=C12 (5-chloro-2,4-di(1-naphthoyloxy)-pyridine). Isolated yield 81.9%. RXN SMILES: [Cl:1][C:2]1[C:3]([OH:9])=[CH:4][C:5](=[O:8])[NH:6][CH:7]=1.[C:10]1([C:20](Cl)=[O:21])[C:19]2[C:14](=[CH:15][CH:16]=[CH:17][CH:18]=2)[CH:13]=[CH:12][CH:11]=1>N1C=CC=CC=1>[Cl:1][C:2]1[C:3]([O:9][C:20]([C:10]2[C:19]3[C:14](=[CH:15][CH:16]=[CH:17][CH:18]=3)[CH:13]=[CH:12][CH:11]=2)=[O:21])=[CH:4][C:5]([O:8][C:20]([C:10]2[C:19]3[C:14](=[CH:15][CH:16]=[CH:17][CH:18]=3)[CH:13]=[CH:12][CH:11]=2)=[O:21])=[N:6][CH:7]=1. Reported procedure: The general procedure of Example 45 was followed using 2.00 g of 5-chloro-4-hydroxy-2-pyridone, 3.93 g of α-naphthoyl chloride and 100 ml of pyridine, thereby producing 3.83 g of the title compound in a yield of 61%. Reactants: Fc1cc(F)c(Cl)cc1Cl, O=[N+]([O-])c1cc(Cl)c(F)cc1F. Product: O=[N+]([O-])c1c(Cl)c(F)cc(F)c1Cl. As a reaction SMILES: [Cl:13][c:14]1[cH:15][c:16]([Cl:22])[c:17]([F:21])[cH:18][c:19]1[F:20].[Cl:1][c:2]1[c:3]([F:4])[cH:5][c:6]([F:7])[c:11]([N+:8](=[O:9])[O-:10])[cH:12]1>>[N+:8](=[O:9])([O-:10])[c:15]1[c:14]([Cl:13])[c:19]([F:20])[cH:18][c:17]([F:21])[c:16]1[Cl:22]. The reactants are C[S-], CS(C)=O, CCn1cnc2c(Nc3ccc(Cl)cc3)nc(Cl)nc21, [Na+]. Product: CCn1cnc2c(Nc3ccc(Cl)cc3)nc(SC)nc21. RXN SMILES: [CH3:21][S-:22].[CH3:24][S:25]([CH3:26])=[O:27].[Cl:1][c:2]1[n:3][c:4]([NH:13][c:14]2[cH:15][cH:16][c:17]([Cl:20])[cH:18][cH:19]2)[c:5]2[n:6][cH:7][n:8]([CH2:11][CH3:12])[c:9]2[n:10]1.[Na+:23]>>[c:2]1([S:22][CH3:21])[n:3][c:4]([NH:13][c:14]2[cH:15][cH:16][c:17]([Cl:20])[cH:18][cH:19]2)[c:5]2[n:6][cH:7][n:8]([CH2:11][CH3:12])[c:9]2[n:10]1. Starting materials: C1CCNCC1, COc1cc(C#CCCl)ccc1[N+](=O)[O-], C1COCCO1. Yields the product COc1cc(C#CCN2CCCCC2)ccc1[N+](=O)[O-]. As a reaction SMILES: [CH2:16]1[CH2:17][CH2:18][NH:19][CH2:20][CH2:21]1.[Cl:1][CH2:2][C:3]#[C:4][c:5]1[cH:6][c:7]([O:14][CH3:15])[c:8]([N+:11](=[O:12])[O-:13])[cH:9][cH:10]1.[O:22]1[CH2:23][CH2:24][O:25][CH2:26][CH2:27]1>>[CH2:2]([C:3]#[C:4][c:5]1[cH:6][c:7]([O:14][CH3:15])[c:8]([N+:11](=[O:12])[O-:13])[cH:9][cH:10]1)[N:19]1[CH2:18][CH2:17][CH2:16][CH2:21][CH2:20]1.